Dataset: the Open Reaction Database (ORD), a public repository of structured organic reaction records. Task: describe an organic reaction: reactants, conditions, products, and yield Starting materials: CCCC[Sn](CCCC)(CCCC)c1ccnn1C, COC(=O)c1cc(I)c(C(F)(F)F)cc1N, C1COCCO1, Cl[Pd]Cl, c1ccc(P(c2ccccc2)c2ccccc2)cc1, c1ccc(P(c2ccccc2)c2ccccc2)cc1. The product is COC(=O)c1cc(-c2ccnn2C)c(C(F)(F)F)cc1N. RXN SMILES: [CH3:17][n:18]1[n:19][cH:20][cH:21][c:22]1[Sn:23]([CH2:24][CH2:25][CH2:26][CH3:27])([CH2:28][CH2:29][CH2:30][CH3:31])[CH2:32][CH2:33][CH2:34][CH3:35].[CH3:1][O:2][C:3]([c:4]1[c:5]([NH2:15])[cH:6][c:7]([C:11]([F:12])([F:13])[F:14])[c:8]([I:10])[cH:9]1)=[O:16].[O:77]1[CH2:78][CH2:79][O:80][CH2:81][CH2:82]1.[Pd:36]([Cl:37])[Cl:38].[c:39]1([P:40]([c:41]2[cH:42][cH:43][cH:44][cH:45][cH:46]2)[c:47]2[cH:48][cH:49][cH:50][cH:51][cH:52]2)[cH:53][cH:54][cH:55][cH:56][cH:57]1.[c:58]1([P:59]([c:60]2[cH:61][cH:62][cH:63][cH:64][cH:65]2)[c:66]2[cH:67][cH:68][cH:69][cH:70][cH:71]2)[cH:72][cH:73][cH:74][cH:75][cH:76]1>>[CH3:1][O:2][C:3]([c:4]1[c:5]([NH2:15])[cH:6][c:7]([C:11]([F:12])([F:13])[F:14])[c:8](-[c:22]2[n:18]([CH3:17])[n:19][cH:20][cH:21]2)[cH:9]1)=[O:16]. Reactants: C(CC)N(C(C1=CC=C(C=C1)[N+](=O)[O-])=O)CCC (p-nitrobenzoic acid dipropylamide). The reagents and catalysts are [Pd] (palladium). The solvent is C(C)O (ethanol). Product: C(CC)N(C(C1=CC=C(C=C1)N)=O)CCC (p-Aminobenzoic acid dipropylamide). Reaction SMILES: [CH2:1]([N:4]([CH2:16][CH2:17][CH3:18])[C:5](=[O:15])[C:6]1[CH:11]=[CH:10][C:9]([N+:12]([O-])=O)=[CH:8][CH:7]=1)[CH2:2][CH3:3]>C(O)C.[Pd]>[CH2:16]([N:4]([CH2:1][CH2:2][CH3:3])[C:5](=[O:15])[C:6]1[CH:11]=[CH:10][C:9]([NH2:12])=[CH:8][CH:7]=1)[CH2:17][CH3:18]. Reported procedure: An amount of 44.3 gm (0.2 mol) of the p-nitrobenzoic acid dipropylamide from step (a) was dissolved in 500 ml of ethanol and, after addition of 5 gm of palladium active charcoal (5%), hydrogenated at 50° C. and 60 bar pressure. After filtration, evaporation of the ethanol solution, and recrystallization of the residue (34.1 gm) from ether, 26.7 gm of p-aminobenzoic acid dipropylamide with a melting point of 78°-79° C. were obtained.